This data is from the Open Reaction Database (ORD), a public repository of structured organic reaction records. The task is: describe an organic reaction: reactants, conditions, products, and yield The reactants are S(=O)(=O)(OCC)OCC (diethyl sulfate), [F-].[K+] (potassium fluoride), S(=O)(=O)(OCC)OCC (diethyl sulfate), [OH-].[K+] (KOH), FC(C(=O)F)(C(C(C(F)(F)F)(F)F)(F)F)F (perfluorovaleryl fluoride), C(F)(F)(C(F)(F)C(F)(F)F)OC(F)=C(F)F (C3F7OCF═CF2), stainless steel, [F-].[K+] (potassium fluoride). Reagents/catalysts: catalyst, catalyst. Run in COCCOCCOC (diglyme), O (water), COCCOCCOC (diglyme). Conditions: temperature 85 celsius, time 20 hour. Yields the product C(F)(F)(C(F)(F)C(F)(F)F)OC(F)(C(F)(F)F)C(F)(OCC)C(F)(F)C(F)(F)C(F)(F)C(F)(F)F (C3F7OCF(CF3)CF(OC2H5)C4F9). As a reaction SMILES: [F-:1].[K+].[F:3][C:4]([F:18])([C:8]([F:17])([F:16])[C:9]([F:15])([F:14])[C:10]([F:13])([F:12])[F:11])[C:5]([F:7])=[O:6].[C:19]([O:29][C:30](=[C:32]([F:34])[F:33])[F:31])([C:22]([C:25]([F:28])([F:27])[F:26])([F:24])[F:23])([F:21])[F:20].S(O[CH2:42][CH3:43])(OCC)(=O)=O.[OH-].[K+]>O.COCCOCCOC>[C:19]([O:29][C:30]([C:5]([C:4]([C:8]([C:9]([C:10]([F:12])([F:11])[F:13])([F:15])[F:14])([F:16])[F:17])([F:18])[F:3])([O:6][CH2:42][CH3:43])[F:7])([C:32]([F:1])([F:33])[F:34])[F:31])([C:22]([C:25]([F:28])([F:27])[F:26])([F:24])[F:23])([F:21])[F:20] |f:0.1,5.6|. Procedure: A clean, dry, 600 mL, stainless steel, Parr pressure reactor was charged with spray-dried potassium fluoride (8.4 grams, 0.14 mole), anhydrous diglyme (128 grams), and Adogen™ 464 phase transfer catalyst (2.2 grams). The reactor was sealed, cooled with a dry ice-acetone bath, evacuated, and charged with perfluorovaleryl fluoride (130.0 grams, 0.49 mole) and C3F7OCF═CF2 (125.0 grams, 0.47 mole). The reactor was then heated to 85° C. and held for 20 hours with agitation. The reactor was cooled to ... The reactants are C(C1=CC=CC=C1)OC1=CC=C(C=C1)C(F)(F)F (4-trifluoromethylphenyl benzyl ether), [H][H] (hydrogen), [H][H] (hydrogen). Reagents/catalysts: [Pd] (palladium-on-carbon). The solvent is C(C)O (ethanol). Product: FC(C1=CC=C(C=C1)O)(F)F (4-trifluoromethylphenol). Reaction SMILES: C([O:8][C:9]1[CH:14]=[CH:13][C:12]([C:15]([F:18])([F:17])[F:16])=[CH:11][CH:10]=1)C1C=CC=CC=1.[H][H]>[Pd].C(O)C>[F:16][C:15]([F:17])([F:18])[C:12]1[CH:11]=[CH:10][C:9]([OH:8])=[CH:14][CH:13]=1. Procedure: A solution of 390 g. of 4-trifluoromethylphenyl benzyl ether in 3580 ml. of ethanol was placed in a low pressure hydrogenation vessel along with 30 g. of 5 percent palladium-on-carbon. An initial hydrogen pressure of 60 psi was used and the solution was hydrogenated at room temperature until the theoretical uptake of hydrogen had been achieved--about 2 hours. The catalyst was removed by filtration. Concentration of the filtrate yielded 4-trifluoromethylphenol, distilling in the range 51°-54° C. ...